Task: describe an organic reaction: reactants, conditions, products, and yield. Dataset: the Open Reaction Database (ORD), a public repository of structured organic reaction records Reactants: C(C)(=O)OCC (ethyl acetate), N(=NC(=O)OCC)C(=O)OCC (Diethyl azodicarboxylate), C(C)(C)(C)OC(N[C@@H]1CC[C@H](CC1)CC(CC1=C(C=NC2=CC=C(N=C12)OC)O)O)=O ({trans-4-[2-hydroxy-3-(3-hydroxy-6-methoxy-[1,5]naphthyridin-4-yl)-propyl]-cyclohexyl}-carbamic acid tert-butyl ester), C1(=CC=CC=C1)P(C1=CC=CC=C1)C1=CC=CC=C1 (triphenylphosphine). Solvent: petroleum ether, O1CCCC1 (tetrahydrofuran). Conditions: time 1 hour. Product: C(C)(C)(C)OC(N[C@@H]1CC[C@H](CC1)CC1OC=2C(=C3N=C(C=CC3=NC2)OC)C1)=O ([trans-4-(8-methoxy-1,2-dihydro-3-oxa-5,9-diaza-cyclopenta[a]naphthalen-2-ylmethyl)-cyclohexyl]-carbamic acid tert-butyl ester). Yield: 49.3%. Reaction SMILES: N(C(OCC)=O)=NC(OCC)=O.[C:13]([O:17][C:18](=[O:43])[NH:19][C@H:20]1[CH2:25][CH2:24][C@H:23]([CH2:26][CH:27]([OH:42])[CH2:28][C:29]2[C:38]3[C:33](=[CH:34][CH:35]=[C:36]([O:39][CH3:40])[N:37]=3)[N:32]=[CH:31][C:30]=2O)[CH2:22][CH2:21]1)([CH3:16])([CH3:15])[CH3:14].C1(P(C2C=CC=CC=2)C2C=CC=CC=2)C=CC=CC=1.C(OCC)(=O)C>O1CCCC1>[C:13]([O:17][C:18](=[O:43])[NH:19][C@H:20]1[CH2:25][CH2:24][C@H:23]([CH2:26][CH:27]2[CH2:28][C:29]3=[C:38]4[C:33](=[N:32][CH:31]=[C:30]3[O:42]2)[CH:34]=[CH:35][C:36]([O:39][CH3:40])=[N:37]4)[CH2:22][CH2:21]1)([CH3:14])([CH3:16])[CH3:15]. Procedure: Diethyl azodicarboxylate (650 μL, 4.13 mmol, 2.0 eq) is added at 0° C. to a stirred solution of {trans-4-[2-hydroxy-3-(3-hydroxy-6-methoxy-[1,5]naphthyridin-4-yl)-propyl]-cyclohexyl}-carbamic acid tert-butyl ester (890 mg, 2.06 mmol, 1.0 eq) in tetrahydrofuran (100 mL), followed by triphenylphosphine (1.08 g, 4.13 mmol, 2.0 eq). After 1 hour stirring at room temperature, solvent is removed and the crude is purified by column chromatography (silica gel, eluent: petroleum ether:ethyl acetate, 5:1,... The reactants are C(C)(=O)O (acetic acid), O.NN (hydrazine monohydrate), C1(=CC=CC=C1)C=1SC(=CN1)C(C)=O (1-(2-phenyl-thiazol-5-yl)-ethanone), CC(C)([O-])C.[K+] (potassium tert-butoxide), C(C(=O)OCC)(=O)OCC (diethyl oxalate). The solvent is O1CCCC1 (tetrahydrofuran). Run at time 0.5 hour. Yields the product C(C)OC(=O)C=1NN=C(C1)C1=CN=C(S1)C1=CC=CC=C1 (5-(2-Phenyl-thiazol-5-yl)-2H-pyrazole-3-carboxylic Acid Ethyl Ester). Yield: 51.1%. Reaction SMILES: [C:1]1([C:7]2[S:8][C:9]([C:12](=O)[CH3:13])=[CH:10][N:11]=2)[CH:6]=[CH:5][CH:4]=[CH:3][CH:2]=1.CC(C)([O-])C.[K+].[C:21](OCC)(=O)[C:22]([O:24][CH2:25][CH3:26])=[O:23].C(O)(=O)C.O.[NH2:36][NH2:37]>O1CCCC1>[CH2:25]([O:24][C:22]([C:21]1[NH:36][N:37]=[C:12]([C:9]2[S:8][C:7]([C:1]3[CH:6]=[CH:5][CH:4]=[CH:3][CH:2]=3)=[N:11][CH:10]=2)[CH:13]=1)=[O:23])[CH3:26] |f:1.2,5.6|. Reported procedure: To a solution of 0.10 g (0.49 mmol) of the above-prepared 1-(2-phenyl-thiazol-5-yl)-ethanone was added 0.11 g (0.98 mmol) of 1M potassium tert-butoxide in tetrahydrofuran. The solution was allowed to stir for 0.5 hours. 0.15 g (0.98 mmol) of diethyl oxalate was added and the solution was allowed to stir for 2 hours. The reaction was quenched with aqueous ammonium chloride and partitioned with ethyl acetate. The organic phase was twice washed with aqueous ammonium chloride, once with water, once ... Reactants: C(C)(=O)O[C@H]1[C@H](SC2=CC=C(C=C2)O)O[C@@H]([C@H]([C@@H]1OC(C)=O)O[C@@H]1[C@H](OC(C)=O)[C@@H](OC(C)=O)[C@H](OC(C)=O)[C@H](O1)COC(C)=O)COC(C)=O (4-hydroxyphenyl 2,3,6-tri-O-acetyl-4-O-(2,3,4,6-tetra-O-acetyl-α-D-glucopyranosyl)-1-thio-β-D-glucopyranoside). Run in mixture, C(C)N(CC)CC.CO.O (triethylamine methanol water). Product: [C@H]1([C@H](O)[C@@H](O)[C@H](O)[C@H](O1)CO)O[C@H]1[C@@H]([C@H]([C@H](SC2=CC=C(C=C2)O)O[C@@H]1CO)O)O (4-Hydroxyphenyl 4-O-(α-D-glucopyranosyl)-1-thio-β-D-glucopyranoside). Isolated yield 49.6%. RXN SMILES: C([O:4][C@@H:5]1[C@@H:18]([O:19]C(=O)C)[C@H:17]([O:23][C@H:24]2[O:41][C@H:40]([CH2:42][O:43]C(=O)C)[C@@H:35]([O:36]C(=O)C)[C@H:30]([O:31]C(=O)C)[C@H:25]2[O:26]C(=O)C)[C@@H:16]([CH2:47][O:48]C(=O)C)[O:15][C@H:6]1[S:7][C:8]1[CH:13]=[CH:12][C:11]([OH:14])=[CH:10][CH:9]=1)(=O)C>C(N(CC)CC)C.CO.O>[C@H:24]1([O:23][C@@H:17]2[C@@H:16]([CH2:47][OH:48])[O:15][C@@H:6]([S:7][C:8]3[CH:9]=[CH:10][C:11]([OH:14])=[CH:12][CH:13]=3)[C@H:5]([OH:4])[C@H:18]2[OH:19])[O:41][C@H:40]([CH2:42][OH:43])[C@@H:35]([OH:36])[C@H:30]([OH:31])[C@H:25]1[OH:26] |f:1.2.3|. Procedure: A solution of 4.0 g of 4-hydroxyphenyl 2,3,6-tri-O-acetyl-4-O-(2,3,4,6-tetra-O-acetyl-α-D-glucopyranosyl)-1-thio-β-D-glucopyranoside in 53 ml of a mixture of 2N triethylamine:methanol:water (3:6:2) was stirred for 4 hours, chilled overnight and then concentrated to an oil. This oil was dissolved in water, extracted with three 500 ml portions of ether and both the water and ether layers were concentrated and combined. The combined concentrate was dissolved in 200 ml of water, acidified to pH 4 an... Reactants: COC(=O)C1=C(N(C2=CC=C(C=C12)O)C1=CC=C(C=C1)OC(C)C)C1=CC=C(C=C1)C(=O)OC (5-Hydroxy-1-(4-isopropoxyphenyl)-2-(4-methoxycarbonylphenyl)indole-3-carboxylic acid methyl ester), ClC=1C=C(C=CC1Cl)B(O)O (3,4-dichlorophenylboronic acid). Product: COC(=O)C1=C(N(C2=CC=C(C=C12)OC1=CC(=C(C=C1)Cl)Cl)C1=CC=C(C=C1)OC(C)C)C1=CC=C(C=C1)C(=O)OC (5-(3,4-Dichlorophenoxy)-1-(4-isopropoxyphenyl)-2-(4-methoxycarbonylphenyl)indole-3-carboxylic acid methyl ester). RXN SMILES: [CH3:1][O:2][C:3]([C:5]1[C:13]2[C:8](=[CH:9][CH:10]=[C:11]([OH:14])[CH:12]=2)[N:7]([C:15]2[CH:20]=[CH:19][C:18]([O:21][CH:22]([CH3:24])[CH3:23])=[CH:17][CH:16]=2)[C:6]=1[C:25]1[CH:30]=[CH:29][C:28]([C:31]([O:33][CH3:34])=[O:32])=[CH:27][CH:26]=1)=[O:4].[Cl:35][C:36]1[CH:37]=[C:38](B(O)O)[CH:39]=[CH:40][C:41]=1[Cl:42]>>[CH3:1][O:2][C:3]([C:5]1[C:13]2[C:8](=[CH:9][CH:10]=[C:11]([O:14][C:39]3[CH:38]=[CH:37][C:36]([Cl:35])=[C:41]([Cl:42])[CH:40]=3)[CH:12]=2)[N:7]([C:15]2[CH:16]=[CH:17][C:18]([O:21][CH:22]([CH3:24])[CH3:23])=[CH:19][CH:20]=2)[C:6]=1[C:25]1[CH:26]=[CH:27][C:28]([C:31]([O:33][CH3:34])=[O:32])=[CH:29][CH:30]=1)=[O:4]. Procedure details: The sub-title compound was prepared in accordance with step (c) Example 1 from 5-hydroxy-1-(4-isopropoxyphenyl)-2-(4-methoxycarbonylphenyl)indole-3-carboxylic acid methyl ester (150 mg, 0.32 mmol, see step (b) Example 43) and 3,4-dichlorophenylboronic acid (120 mg, 0.64 mmol). Yield 60 mg (32%). Reactants: CC(=O)O, C1CCOC1, CCOC(C)=O, N#Cc1c(OC2CCCCC2)cccc1[N+](=O)[O-], [Fe]. The product is N#Cc1c(N)cccc1OC1CCCCC1. Reaction SMILES: [C:30]([OH:31])(=[O:32])[CH3:33].[CH2:25]1[O:26][CH2:27][CH2:28][CH2:29]1.[CH3:19][CH2:20][O:21][C:22]([CH3:23])=[O:24].[CH:1]1([O:7][c:8]2[c:9]([C:10]#[N:11])[c:12]([N+:16]([O-:17])=[O:18])[cH:13][cH:14][cH:15]2)[CH2:2][CH2:3][CH2:4][CH2:5][CH2:6]1.[Fe:34]>>[CH:1]1([O:7][c:8]2[c:9]([C:10]#[N:11])[c:12]([NH2:16])[cH:13][cH:14][cH:15]2)[CH2:2][CH2:3][CH2:4][CH2:5][CH2:6]1. As a reaction SMILES: [CH3:1][O:2][C:3]([C:5]1[C:6]([OH:30])=[C:7]2[C:12](=[C:13](Br)[N:14]=1)[N:11]([CH2:16][C:17]1[CH:22]=[CH:21][CH:20]=[CH:19][CH:18]=1)[C:10](=[O:23])[C:9]([C:24]1[CH:29]=[CH:28][CH:27]=[CH:26][CH:25]=1)=[CH:8]2)=[O:4].[CH3:31][O:32][C:33]1[CH:38]=[CH:37][C:36]([Sn](CCCC)(CCCC)CCCC)=[CH:35][N:34]=1.CCOC(C)=O.Cl>CN(C=O)C.[Cl-].[Na+].O.Cl[Pd](Cl)([P](C1C=CC=CC=1)(C1C=CC=CC=1)C1C=CC=CC=1)[P](C1C=CC=CC=1)(C1C=CC=CC=1)C1C=CC=CC=1>[CH3:1][O:2][C:3]([C:5]1[C:6]([OH:30])=[C:7]2[C:12](=[C:13]([C:36]3[CH:35]=[N:34][C:33]([O:32][CH3:31])=[CH:38][CH:37]=3)[N:14]=1)[N:11]([CH2:16][C:17]1[CH:22]=[CH:21][CH:20]=[CH:19][CH:18]=1)[C:10](=[O:23])[C:9]([C:24]1[CH:29]=[CH:28][CH:27]=[CH:26][CH:25]=1)=[CH:8]2)=[O:4] |f:5.6.7,^1:69,88|. Product: COC(=O)C=1C(=C2C=C(C(N(C2=C(N1)C=1C=NC(=CC1)OC)CC1=CC=CC=C1)=O)C1=CC=CC=C1)O (1-Benzyl-5-hydroxy-8-(6-methoxy-pyridin-3-yl)-2-oxo-3-phenyl-1,2-dihydro-[1,7]naphthyridine-6-carboxylic acid methyl ester). The reactants are COC(=O)C=1C(=C2C=C(C(N(C2=C(N1)Br)CC1=CC=CC=C1)=O)C1=CC=CC=C1)O (1-benzyl-8-bromo-5-hydroxy-2-oxo-3-phenyl-1,2-dihydro-[1,7]naphthyridine-6-carboxylic acid methyl ester), COC1=NC=C(C=C1)[Sn](CCCC)(CCCC)CCCC (2-methoxy-5-tributylstannanyl-pyridine), CCOC(=O)C (EtOAc), Cl (HCl). The reagents and catalysts are Cl[Pd]([P](C1=CC=CC=C1)(C2=CC=CC=C2)C3=CC=CC=C3)([P](C4=CC=CC=C4)(C5=CC=CC=C5)C6=CC=CC=C6)Cl (PdCl2(PPh3)2). Reported procedure: A mixture of 1-benzyl-8-bromo-5-hydroxy-2-oxo-3-phenyl-1,2-dihydro-[1,7]naphthyridine-6-carboxylic acid methyl ester (70 mg, 0.15 mmol), 2-methoxy-5-tributylstannanyl-pyridine (90 mg, 0.23 mmol) and PdCl2(PPh3)2 (21 mg, 0.030 mmol) in 4 mL of DMF was heated at 120° C. for 2 h under nitrogen atmosphere. After the mixture was cooled to r.t., EtOAc and brine were added. 1 M HCl was added with stirring until pH was about 3-4. The aqueous layer was extracted with additional EtOAc, and the combined or... Conditions: temperature 120 celsius. Isolated yield 90.5%. Solvent: CN(C)C=O (DMF), [Cl-].[Na+].O (brine).